Task: describe an organic reaction: reactants, conditions, products, and yield. Dataset: the Open Reaction Database (ORD), a public repository of structured organic reaction records Reactants: CC(=O)O, CCOC(C)=O, Cc1nsc2cc(F)c([N+](=O)[O-])cc12, [Fe]. The product is Cc1nsc2cc(F)c(N)cc12. As a reaction SMILES: [CH3:15][C:16](=[O:17])[OH:18].[CH3:20][CH2:21][O:22][C:23](=[O:24])[CH3:25].[F:1][c:2]1[cH:3][c:4]2[c:5]([c:6]([CH3:9])[n:7][s:8]2)[cH:10][c:11]1[N+:12]([O-:13])=[O:14].[Fe:19]>>[F:1][c:2]1[cH:3][c:4]2[c:5]([c:6]([CH3:9])[n:7][s:8]2)[cH:10][c:11]1[NH2:12]. Starting materials: NC(CC)C=1C(NC(=NN1)C(C)(C)C)=O (6-(1-aminopropyl)-3-tert-butyl-1,2,4-triazin-5(4H)-one), C(C)(C)(C)C1CCC(CC1)C(=O)Cl (4-tert-butylcyclohexanecarbonyl chloride). Yields the product C(C)(C)(C)C1CCC(CC1)C(=O)NC(CC)C=1C(NC(=NN1)C(C)(C)C)=O (4-tert-Butyl-N-[1-(3-tert-butyl-5-oxo-4,5-dihydro-1,2,4-triazin-6-yl)propyl]cyclohexanecarboxamide). Reaction SMILES: [NH2:1][CH:2]([C:5]1[C:6](=[O:15])[NH:7][C:8]([C:11]([CH3:14])([CH3:13])[CH3:12])=[N:9][N:10]=1)[CH2:3][CH3:4].[C:16]([CH:20]1[CH2:25][CH2:24][CH:23]([C:26](Cl)=[O:27])[CH2:22][CH2:21]1)([CH3:19])([CH3:18])[CH3:17]>>[C:16]([CH:20]1[CH2:21][CH2:22][CH:23]([C:26]([NH:1][CH:2]([C:5]2[C:6](=[O:15])[NH:7][C:8]([C:11]([CH3:14])([CH3:13])[CH3:12])=[N:9][N:10]=2)[CH2:3][CH3:4])=[O:27])[CH2:24][CH2:25]1)([CH3:19])([CH3:17])[CH3:18]. Reported procedure: In analogy to the procedure for Example 36A, 210 mg (1.00 mmol) 6-(1-aminopropyl)-3-tert-butyl-1,2,4-triazin-5(4H)-one, 200 mg (1.00 mmol) 4-tert-butylcyclohexanecarbonyl chloride and proportionate amounts of the other reagents are used. The crude product is used in the next step without further purification.